describe an organic reaction: reactants, conditions, products, and yield From a dataset of the Open Reaction Database (ORD), a public repository of structured organic reaction records. Solvent: C1CCOC1 (THF). Reactants: [Cl-].[Cl-].[CH-]1C=CC=C1.[CH-]1C=CC=C1.[Zr+2] (zirconocene dichloride), C1=CC=CC2=NC3=CC=CC=C3C=C12 (acridine), [Mg] (magnesium). The product is C1=CC=CC2=NC3=CC=CC=C3C=C12.C1(C=CC=C1)[Zr]C1C=CC=C1 (bis(cyclopentadienyl)zirconium acridine). Procedure details: To a solution of 5.00 g (17.10 mmol) zirconocene dichloride in 100 ml THF were added 3.06 g (17.10 mmol) acridine and 0.41 g magnesium and the mixture was stirred at room temperature until the metal was fully reacted. The solvent was then removed to dryness in vacuo and the residue was extracted with 80 ml toluene. 4.29 g bis(cyclopentadienyl)zirconium acridine were isolated from the toluene extract as a red solid. Isolated yield 62.6%. RXN SMILES: [Cl-].[Cl-].[CH-:3]1[CH:7]=[CH:6][CH:5]=[CH:4]1.[CH-:8]1[CH:12]=[CH:11][CH:10]=[CH:9]1.[Zr+2:13].[CH:14]1[C:27]2[C:18](=[N:19][C:20]3[C:25]([CH:26]=2)=[CH:24][CH:23]=[CH:22][CH:21]=3)[CH:17]=[CH:16][CH:15]=1.[Mg]>C1COCC1>[CH:14]1[C:27]2[C:18](=[N:19][C:20]3[C:25]([CH:26]=2)=[CH:24][CH:23]=[CH:22][CH:21]=3)[CH:17]=[CH:16][CH:15]=1.[CH:3]1([Zr:13][CH:8]2[CH:12]=[CH:11][CH:10]=[CH:9]2)[CH:7]=[CH:6][CH:5]=[CH:4]1 |f:0.1.2.3.4,8.9|.